This data is from the Open Reaction Database (ORD), a public repository of structured organic reaction records. The task is: describe an organic reaction: reactants, conditions, products, and yield Starting materials: BrC=1C=CC2=C(C=C(CCS2(=O)=O)C(=O)NC2=CC=C(C=C2)CN(C2CCOCC2)C)C1 (7-bromo-N-[4-[[N-methyl-N-(tetrahydropyran-4-yl)amino]methyl]phenyl]-1,1-dioxo-2,3-dihydro-1-benzothiepine-4-carboxamide), C1(=CC=CC=C1)C.C(C)O.O (toluene ethanol water), B(OC1=CC=C(C=C1)OCCCOCCC)([O-])[O-] (4-(3-propoxypropoxy)phenyl borate), C([O-])([O-])=O.[K+].[K+] (potassium carbonate). Reagents/catalysts: C=1C=CC(=CC1)[P](C=2C=CC=CC2)(C=3C=CC=CC3)[Pd]([P](C=4C=CC=CC4)(C=5C=CC=CC5)C=6C=CC=CC6)([P](C=7C=CC=CC7)(C=8C=CC=CC8)C=9C=CC=CC9)[P](C=1C=CC=CC1)(C=1C=CC=CC1)C=1C=CC=CC1 (tetrakistriphenylphosphinepalladium). Solvent: O (water). Run at time 30 minute. Product: CN(C1CCOCC1)CC1=CC=C(C=C1)NC(=O)C=1CCS(C2=C(C1)C=C(C=C2)C2=CC=C(C=C2)OCCCOCCC)(=O)=O (N-[4-[[N-methyl-N-(tetrahydropyran-4-yl)amino]methyl]phenyl]-7-[4-(3-propoxypropoxy)phenyl]-1,1-dioxo-2,3-dihydro-1-benzothiepine-4-carboxamide). Isolated yield 67.0%. As a reaction SMILES: Br[C:2]1[CH:3]=[CH:4][C:5]2[S:11](=[O:13])(=[O:12])[CH2:10][CH2:9][C:8]([C:14]([NH:16][C:17]3[CH:22]=[CH:21][C:20]([CH2:23][N:24]([CH3:31])[CH:25]4[CH2:30][CH2:29][O:28][CH2:27][CH2:26]4)=[CH:19][CH:18]=3)=[O:15])=[CH:7][C:6]=2[CH:32]=1.C1(C)C=CC=CC=1.C(O)C.O.B([O-])([O-])O[C:46]1[CH:51]=[CH:50][C:49]([O:52][CH2:53][CH2:54][CH2:55][O:56][CH2:57][CH2:58][CH3:59])=[CH:48][CH:47]=1.C(=O)([O-])[O-].[K+].[K+]>C1C=CC([P]([Pd]([P](C2C=CC=CC=2)(C2C=CC=CC=2)C2C=CC=CC=2)([P](C2C=CC=CC=2)(C2C=CC=CC=2)C2C=CC=CC=2)[P](C2C=CC=CC=2)(C2C=CC=CC=2)C2C=CC=CC=2)(C2C=CC=CC=2)C2C=CC=CC=2)=CC=1.O>[CH3:31][N:24]([CH2:23][C:20]1[CH:21]=[CH:22][C:17]([NH:16][C:14]([C:8]2[CH2:9][CH2:10][S:11](=[O:13])(=[O:12])[C:5]3[CH:4]=[CH:3][C:2]([C:46]4[CH:51]=[CH:50][C:49]([O:52][CH2:53][CH2:54][CH2:55][O:56][CH2:57][CH2:58][CH3:59])=[CH:48][CH:47]=4)=[CH:32][C:6]=3[CH:7]=2)=[O:15])=[CH:18][CH:19]=1)[CH:25]1[CH2:30][CH2:29][O:28][CH2:27][CH2:26]1 |f:1.2.3,5.6.7,^1:71,73,92,111|. Reported procedure: To 7-bromo-N-[4-[[N-methyl-N-(tetrahydropyran-4-yl)amino]methyl]phenyl]-1,1-dioxo-2,3-dihydro-1-benzothiepine-4-carboxamide (300 mg) were added toluene/ethanol/water (10/1/1, 19.2 ml) and then were added 4-(3-propoxypropoxy)phenyl borate (165 mg) and potassium carbonate (175 mg), and the mixture was stirred at room temperature for 30 minutes. To the mixture was added tetrakistriphenylphosphinepalladium (27 mg), and the mixture was refluxed for 14 hours and cooled to room temperature. The mixture... Reactants: CC=1C=C2C(CC(OC2=CC1)=O)C1=CC=CC=C1 (6-methyl-4 phenyl-3,4-dihydrocoumarin), C(C1=CC=CC=C1)Br (benzyl bromide), C([O-])([O-])=O.[K+].[K+] (potassium carbonate), CC(=O)C (acetone). RXN SMILES: [CH3:1][C:2]1[CH:3]=[C:4]2[C:9](=[CH:10][CH:11]=1)[O:8][C:7](=[O:12])[CH2:6][CH:5]2[C:13]1[CH:18]=[CH:17][CH:16]=[CH:15][CH:14]=1.[CH2:19](Br)[C:20]1[CH:25]=[CH:24][CH:23]=[CH:22][CH:21]=1.[C:27](=O)([O-])[O-:28].[K+].[K+].CC(C)=O>CO>[CH2:19]([O:8][C:9]1[CH:10]=[CH:11][C:2]([CH3:1])=[CH:3][C:4]=1[CH:5]([C:13]1[CH:18]=[CH:17][CH:16]=[CH:15][CH:14]=1)[CH2:6][C:7]([O:28][CH3:27])=[O:12])[C:20]1[CH:25]=[CH:24][CH:23]=[CH:22][CH:21]=1 |f:2.3.4|. Reported procedure: 675 g of 6-methyl-4 phenyl-3,4-dihydrocoumarin, 372 ml of benzyl bromide, and 513 g of potassium carbonate were charged into a round bottom flask containing a mixture of 2025 ml of acetone and 2025 ml of methanol. The contents were heated to reflux temperature for about 2-3 hours. Distilled off the solvent from the reaction mass at atmospheric conditions below 75° C. then under vacuum (about 600 mm Hg) at below 85° C. 6750 ml of water was added to the residue and stirred for 15 minutes for disso... Product: C(C1=CC=CC=C1)OC1=C(C=C(C=C1)C)C(CC(=O)OC)C1=CC=CC=C1 (METHYL 3-(2-BENZYLOXY-5-METHYLPHENYL)-3-PHENYLPROPIONATE). Reaction conditions: time 15 minute. The solvent is CO (methanol). Starting materials: C(C)(=O)OC(CCCN(C#N)CCCCCCC(=O)OCC)CCCC=C (ethyl 7-[N-(4-acetoxy-8-nonenyl)cyanamido]heptanoate), ClCCCC(CCCCC)OC(C)=O (1-chloro-4-acetoxynonane), product. Product: O[C@@H](C#CCN(C#N)CCCCCCC(=O)O)CCCCC (7-[N-(4-(R)-hydroxy-2-nonynyl)cyanamido]heptanoic acid), O[C@@H](C#CCN(C(=O)N)CCCCCCC(=O)O)CCCCC (7-[1-(4(R)-hydroxy-2-nonynyl)ureido]heptanoic acid). As a reaction SMILES: ClCCCC([O:11]C(=O)C)CCCCC.C([O:18][CH:19]([CH2:37][CH2:38][CH2:39][CH:40]=[CH2:41])[CH2:20][CH2:21][CH2:22][N:23]([CH2:26][CH2:27][CH2:28][CH2:29][CH2:30][CH2:31][C:32]([O:34]CC)=[O:33])[C:24]#[N:25])(=O)C>>[OH:18][C@H:19]([CH2:37][CH2:38][CH2:39][CH2:40][CH3:41])[C:20]#[C:21][CH2:22][N:23]([CH2:26][CH2:27][CH2:28][CH2:29][CH2:30][CH2:31][C:32]([OH:34])=[O:33])[C:24]#[N:25].[OH:18][C@H:19]([CH2:37][CH2:38][CH2:39][CH2:40][CH3:41])[C:20]#[C:21][CH2:22][N:23]([CH2:26][CH2:27][CH2:28][CH2:29][CH2:30][CH2:31][C:32]([OH:34])=[O:33])[C:24]([NH2:25])=[O:11]. Reported procedure: The synthesis of this compound is carried out as described in Example 1 except that, in Step A, the 1-chloro-4-acetoxynonane is replaced by an equimolar amount of 1-chloro-4-aceotoxy-8nonane. The product of Step A is thus ethyl 7-[N-(4-acetoxy-8-nonenyl)cyanamido]heptanoate. The subsequent steps yield 7-[N-(4-hydroxy-8-nonenyl)cyanamido]heptanoic acid (B) and 7-[1-(4-hydroxy-8-nonenyl)ureido]heptanoic acid (C). Reactants: C(CCCCCCC\C=C/CCCCCCCC)(=O)OCC(O[Si](C)(C)C(C)(C)C)COC(CCCCCCC\C=C/CCCCCCCC)=O (1,3-O-dioleoyl-2-O-(t-butyldimethylsilyl)glycerol), [F-].C(CCC)[N+](CCCC)(CCCC)CCCC.O1CCCC1 (tetra-n-butylammonium fluoride tetrahydrofuran). Reaction conditions: time 30 minute. The product is C(CCCCCCC\C=C/CCCCCCCC)(=O)OCC(O)COC(CCCCCCC\C=C/CCCCCCCC)=O (1,3-O-dioleoylglycerol). RXN SMILES: [C:1]([O:20][CH2:21][CH:22]([CH2:31][O:32][C:33](=[O:51])[CH2:34][CH2:35][CH2:36][CH2:37][CH2:38][CH2:39][CH2:40]/[CH:41]=[CH:42]\[CH2:43][CH2:44][CH2:45][CH2:46][CH2:47][CH2:48][CH2:49][CH3:50])[O:23][Si](C(C)(C)C)(C)C)(=[O:19])[CH2:2][CH2:3][CH2:4][CH2:5][CH2:6][CH2:7][CH2:8]/[CH:9]=[CH:10]\[CH2:11][CH2:12][CH2:13][CH2:14][CH2:15][CH2:16][CH2:17][CH3:18].[F-].C([N+](CCCC)(CCCC)CCCC)CCC.O1CCCC1>>[C:1]([O:20][CH2:21][CH:22]([CH2:31][O:32][C:33](=[O:51])[CH2:34][CH2:35][CH2:36][CH2:37][CH2:38][CH2:39][CH2:40]/[CH:41]=[CH:42]\[CH2:43][CH2:44][CH2:45][CH2:46][CH2:47][CH2:48][CH2:49][CH3:50])[OH:23])(=[O:19])[CH2:2][CH2:3][CH2:4][CH2:5][CH2:6][CH2:7][CH2:8]/[CH:9]=[CH:10]\[CH2:11][CH2:12][CH2:13][CH2:14][CH2:15][CH2:16][CH2:17][CH3:18] |f:1.2.3|. Reported procedure: To 1,3-O-dioleoyl-2-O-(t-butyldimethylsilyl)glycerol was added 266 ml of 0.1 M tetra-n-butylammonium fluoride-tetrahydrofuran and the reaction was carried out at ambient temperature for 30 minutes. After completion of the reaction, the solvent was distilled off under reduced pressure and the residue was diluted with methylene chloride, washed with water, dried, and concentrated. The residue was subjected to column chromatography (silica gel/ethyl acetate-n-hexane) to provide 3.97 g (48.0% based ...